From a dataset of the Open Reaction Database (ORD), a public repository of structured organic reaction records. describe an organic reaction: reactants, conditions, products, and yield Reactants: B, C1CCOC1, O=C1CCc2cc([N+](=O)[O-])ccc2N1CCCN1CCCC1, C1CCOC1. Yields the product O=[N+]([O-])c1ccc2c(c1)CCCN2CCCN1CCCC1. Reaction SMILES: [BH3:33].[CH2:23]1[O:24][CH2:25][CH2:26][CH2:27]1.[N+:1](=[O:2])([O-:3])[c:4]1[cH:5][c:6]2[c:11]([cH:12][cH:13]1)[N:10]([CH2:14][CH2:15][CH2:16][N:17]1[CH2:18][CH2:19][CH2:20][CH2:21]1)[C:9](=[O:22])[CH2:8][CH2:7]2.[O:28]1[CH2:29][CH2:30][CH2:31][CH2:32]1>>[N+:1](=[O:2])([O-:3])[c:4]1[cH:5][c:6]2[c:11]([cH:12][cH:13]1)[N:10]([CH2:14][CH2:15][CH2:16][N:17]1[CH2:18][CH2:19][CH2:20][CH2:21]1)[CH2:9][CH2:8][CH2:7]2. Starting materials: CCN(CC)CCNc1nc2ccc3c(c2[n+]([O-])n1)CCC3, ClCCl, O=C(O)C(F)(F)F, N, OO. Product: CCN(CC)CCNc1n[n+]([O-])c2c3c(ccc2[n+]1[O-])CCC3. RXN SMILES: [CH2:3]([CH3:4])[N:5]([CH2:6][CH2:7][NH:8][c:9]1[n:10][n+:11]([O-:22])[c:12]2[c:13]([n:14]1)[cH:15][cH:16][c:17]1[c:21]2[CH2:20][CH2:19][CH2:18]1)[CH2:23][CH3:24].[Cl:32][CH2:33][Cl:34].[F:25][C:26]([F:27])([F:29])[C:30](=[O:28])[OH:31].[NH3:35].[OH:1][OH:2]>>[CH2:3]([CH3:4])[N:5]([CH2:6][CH2:7][NH:8][c:9]1[n:10][n+:11]([O-:22])[c:12]2[c:13]([n+:14]1[O-:28])[cH:15][cH:16][c:17]1[c:21]2[CH2:20][CH2:19][CH2:18]1)[CH2:23][CH3:24]. The reactants are BrC=1C=C2C(=NC1)N(C=C2[C@H](C)C2=C(C(=CC=C2OC(F)F)F)Cl)C(=O)OC(C)(C)C (tert-butyl 5-bromo-3-{(1S)-1-[2-chloro-6-(difluoromethoxy)-3-fluorophenyl]ethyl}-1H-pyrrolo[2,3-b]pyridine-1-carboxylate), CC1=C(C=NN1C1CCN(CC1)C(=O)OC(C)(C)C)B1OC(C(O1)(C)C)(C)C (tert-butyl 4-[5-methyl-4-(4,4,5,5-tetramethyl-1,3,2-dioxaborolan-2-yl)-1H-pyrazol-1-yl]piperidine-1-carboxylate), [F-].[K+] (potassium fluoride), Cl (HCl), O (H2O), O (H2O). Reported procedure: A mixture of tert-butyl 5-bromo-3-{(1S)-1-[2-chloro-6-(difluoromethoxy)-3-fluorophenyl]ethyl}-1H-pyrrolo[2,3-b]pyridine-1-carboxylate (60.0 mg, 0.115 mmol), tert-butyl 4-[5-methyl-4-(4,4,5,5-tetramethyl-1,3,2-dioxaborolan-2-yl)-1H-pyrazol-1-yl]piperidine-1-carboxylate (58.73 mg, 0.1501 mmol), Pd(PPh3)4 (6.670 mg, 0.005772 mmol), potassium fluoride (20.12 mg, 0.3463 mmol) and 4:1 dioxane:H2O (3 mL, 30 mmol) was heated in a microwave reactor at 100° C. for 30 min. 12 M of HCl in H2O (0.19 mL, 2.3 ... The reagents and catalysts are C=1C=CC(=CC1)[P](C=2C=CC=CC2)(C=3C=CC=CC3)[Pd]([P](C=4C=CC=CC4)(C=5C=CC=CC5)C=6C=CC=CC6)([P](C=7C=CC=CC7)(C=8C=CC=CC8)C=9C=CC=CC9)[P](C=1C=CC=CC1)(C=1C=CC=CC1)C=1C=CC=CC1 (Pd(PPh3)4). Run in O1CCOCC1 (dioxane). Product: ClC1=C(C(=CC=C1F)OC(F)F)[C@@H](C)C1=CNC2=NC=C(C=C21)C=2C=NN(C2C)C2CCNCC2 (3-{(1S)-1-[2-Chloro-6-(difluoromethoxy)-3-fluorophenyl]ethyl}-5-[5-methyl-1-(piperidin-4-yl)-1H-pyrazol-4-yl]-1H-pyrrolo[2,3-b]pyridine). Reaction conditions: temperature 30 celsius. As a reaction SMILES: Br[C:2]1[CH:3]=[C:4]2[C:10]([C@@H:11]([C:13]3[C:18]([O:19][CH:20]([F:22])[F:21])=[CH:17][CH:16]=[C:15]([F:23])[C:14]=3[Cl:24])[CH3:12])=[CH:9][N:8](C(OC(C)(C)C)=O)[C:5]2=[N:6][CH:7]=1.[CH3:32][C:33]1[N:37]([CH:38]2[CH2:43][CH2:42][N:41](C(OC(C)(C)C)=O)[CH2:40][CH2:39]2)[N:36]=[CH:35][C:34]=1B1OC(C)(C)C(C)(C)O1.[F-].[K+].O.Cl>C1C=CC([P]([Pd]([P](C2C=CC=CC=2)(C2C=CC=CC=2)C2C=CC=CC=2)([P](C2C=CC=CC=2)(C2C=CC=CC=2)C2C=CC=CC=2)[P](C2C=CC=CC=2)(C2C=CC=CC=2)C2C=CC=CC=2)(C2C=CC=CC=2)C2C=CC=CC=2)=CC=1.O1CCOCC1>[Cl:24][C:14]1[C:15]([F:23])=[CH:16][CH:17]=[C:18]([O:19][CH:20]([F:21])[F:22])[C:13]=1[C@H:11]([C:10]1[C:4]2[C:5](=[N:6][CH:7]=[C:2]([C:34]3[CH:35]=[N:36][N:37]([CH:38]4[CH2:39][CH2:40][NH:41][CH2:42][CH2:43]4)[C:33]=3[CH3:32])[CH:3]=2)[NH:8][CH:9]=1)[CH3:12] |f:2.3,^1:67,69,88,107|. The reactants are BrC1=CC=C(C=C1)[C@@H](CC(=O)C=1C=CC(N(N1)C)=O)C1=C(C=CC=C1)C ((R)-6-(3-(4-bromophenyl)-3-o-tolylpropanoyl)-2-methylpyridazin-3(2H)-one), O.C1(=CC=C(C=C1)S(=O)(=O)O)C (p-toluenesulfonic acid monohydrate), C(C)C1(OCCO1)C (2-ethyl-2-methyl-1,3-dioxolane). The product is BrC1=CC=C(C=C1)[C@@H](CC1(OCCO1)C=1C=CC(N(N1)C)=O)C1=C(C=CC=C1)C ((R)-6-(2-(2-(4-Bromophenyl)-2-o-tolylethyl)-1,3-dioxolan-2-yl)-2-methylpyridazin-3(2H)-one). Yield: 16.2%. Reaction SMILES: [Br:1][C:2]1[CH:7]=[CH:6][C:5]([C@H:8]([C:20]2[CH:25]=[CH:24][CH:23]=[CH:22][C:21]=2[CH3:26])[CH2:9][C:10]([C:12]2[CH:13]=[CH:14][C:15](=[O:19])[N:16]([CH3:18])[N:17]=2)=[O:11])=[CH:4][CH:3]=1.O.C1(C)C=CC(S(O)(=O)=O)=CC=1.[CH2:39]([C:41]1(C)OCC[O:42]1)C>>[Br:1][C:2]1[CH:7]=[CH:6][C:5]([C@H:8]([C:20]2[CH:25]=[CH:24][CH:23]=[CH:22][C:21]=2[CH3:26])[CH2:9][C:10]2([C:12]3[CH:13]=[CH:14][C:15](=[O:19])[N:16]([CH3:18])[N:17]=3)[O:42][CH2:41][CH2:39][O:11]2)=[CH:4][CH:3]=1 |f:1.2|. Reported procedure: A solution of (R)-6-(3-(4-bromophenyl)-3-o-tolylpropanoyl)-2-methylpyridazin-3(2H)-one (example 8, step 3; 235 mg, 571 μmol), and p-toluenesulfonic acid monohydrate (10.9 mg, 57.1 μmol) in 2-ethyl-2-methyl-1,3-dioxolane (2.33 g, 20.0 mmol) was heated for 45 min at 110° C., then partitioned between sat. aq. sodium hydrogencarbonate solution and ethyl acetate. The organic layer was washed with brine, dried over magnesium sulfate, filtered, and evaporated. Chromatography (SiO2; gradient heptane-eth... The reactants are N#Cc1ccc2c(c1)c(Br)nn2C1CCCCO1, COc1ccccc1B(O)O, COCCOC, ClCCl, [K+], [K+], [K+], O=P([O-])([O-])[O-]. Yields the product COc1ccccc1-c1nn(C2CCCCO2)c2ccc(C#N)cc12. Reaction SMILES: [Br:1][c:2]1[n:3][n:4]([CH:13]2[O:14][CH2:15][CH2:16][CH2:17][CH2:18]2)[c:5]2[cH:6][cH:7][c:8]([C:11]#[N:12])[cH:9][c:10]12.[CH3:19][O:20][c:21]1[c:22]([B:27]([OH:28])[OH:29])[cH:23][cH:24][cH:25][cH:26]1.[CH3:41][O:42][CH2:43][CH2:44][O:45][CH3:46].[Cl:30][CH2:31][Cl:32].[K+:38].[K+:39].[K+:40].[P:33]([O-:34])([O-:35])([O-:36])=[O:37]>>[c:2]1(-[c:22]2[c:21]([O:20][CH3:19])[cH:26][cH:25][cH:24][cH:23]2)[n:3][n:4]([CH:13]2[O:14][CH2:15][CH2:16][CH2:17][CH2:18]2)[c:5]2[cH:6][cH:7][c:8]([C:11]#[N:12])[cH:9][c:10]12. Starting materials: C=CCN(CC(c1ccccc1)c1ccccc1)C(=O)OC(C)(C)C, CSC, CCOC(C)=O, CO, ClCCl, O. The product is CC(C)(C)OC(=O)N(CC=O)CC(c1ccccc1)c1ccccc1. Reaction SMILES: [C:1]([CH3:2])([CH3:3])([CH3:4])[O:5][C:6](=[O:7])[N:8]([CH2:9][CH:10]=[CH2:11])[CH2:12][CH:13]([c:14]1[cH:15][cH:16][cH:17][cH:18][cH:19]1)[c:20]1[cH:21][cH:22][cH:23][cH:24][cH:25]1.[CH3:30][S:31][CH3:32].[CH3:33][CH2:34][O:35][C:36](=[O:37])[CH3:38].[CH3:39][OH:40].[Cl:26][CH2:27][Cl:28].[O:29]>>[C:1]([CH3:2])([CH3:3])([CH3:4])[O:5][C:6](=[O:7])[N:8]([CH2:9][CH:10]=[O:35])[CH2:12][CH:13]([c:14]1[cH:15][cH:16][cH:17][cH:18][cH:19]1)[c:20]1[cH:21][cH:22][cH:23][cH:24][cH:25]1.